Task: describe an organic reaction: reactants, conditions, products, and yield. Dataset: the Open Reaction Database (ORD), a public repository of structured organic reaction records The reactants are S1C(=NC2=C1C=CC=C2)OC2=CC=C(C=C2)O (4-(2-benzthiazolyloxy)-phenol), C([O-])([O-])=O.[K+].[K+] (potassium carbonate), COC(C(O)(C)C(C(C)Br)=O)=O (2-bromopropionyl-lactic acid methyl ester). Run in C(C)#N (acetonitrile). Yields the product COC(C(O)(C)C(C(C)OC1=CC=C(C=C1)OC=1SC2=C(N1)C=CC=C2)=O)=O (2-[4-(2-benzthiazolyloxy)-phenoxy]-propionyl-lactic acid methyl ester). Yield: 84.8%. Reaction SMILES: [S:1]1[C:5]2[CH:6]=[CH:7][CH:8]=[CH:9][C:4]=2[N:3]=[C:2]1[O:10][C:11]1[CH:16]=[CH:15][C:14]([OH:17])=[CH:13][CH:12]=1.C(=O)([O-])[O-].[K+].[K+].[CH3:24][O:25][C:26](=[O:35])[C:27]([C:30](=[O:34])[CH:31](Br)[CH3:32])([CH3:29])[OH:28]>C(#N)C>[CH3:24][O:25][C:26](=[O:35])[C:27]([C:30](=[O:34])[CH:31]([O:17][C:14]1[CH:15]=[CH:16][C:11]([O:10][C:2]2[S:1][C:5]3[CH:6]=[CH:7][CH:8]=[CH:9][C:4]=3[N:3]=2)=[CH:12][CH:13]=1)[CH3:32])([CH3:29])[OH:28] |f:1.2.3|. Procedure: 48.6 g of 4-(2-benzthiazolyloxy)-phenol, 33.1 g of potassium carbonate and 50.2 g of 2-bromopropionyl-lactic acid methyl ester in 250 cc of acetonitrile are refluxed for 8 hours. After cooling the salt precipitate is filtered off and the acetonitrile is distilled off. The residue is fraction-distilled, yielding 68 g (82.5% of theory) of 2-[4-(2-benzthiazolyloxy)-phenoxy]-propionyl-lactic acid methyl ester, b.p. 218° to 220° C./0.01 mbar. ##STR11## Starting materials: C(C)N(CC)S(F)(F)F (diethylaminosulfurtrifluoride), BrC1=C(C=O)C=CC(=C1)Cl (2-bromo-4-chloro-benzaldehyde), C[Si](C)(C)C#N (trimethylsilylcyanide), ice water. Run at time 30 minute. The product is BrC1=C(C=CC(=C1)Cl)C(C#N)F (2-(2-Bromo-4-chlorophenyl)-2-fluoroacetonitrile). Yield: 60.4%. Reagents/catalysts: [I-].[Zn+2].[I-] (zinc iodide). As a reaction SMILES: [Br:1][C:2]1[CH:9]=[C:8]([Cl:10])[CH:7]=[CH:6][C:3]=1[CH:4]=O.C[Si]([C:15]#[N:16])(C)C.C(N(S(F)(F)[F:23])CC)C>C(Cl)Cl.[I-].[Zn+2].[I-]>[Br:1][C:2]1[CH:9]=[C:8]([Cl:10])[CH:7]=[CH:6][C:3]=1[CH:4]([F:23])[C:15]#[N:16] |f:4.5.6|. Run in C(Cl)Cl (DCM), C(Cl)Cl (DCM). Procedure details: Add 2-bromo-4-chloro-benzaldehyde (3.5 g, 16 mmol) in DCM (6 mL) to a flask that contains zinc iodide (8 mg). Stir the mixture at RT for 30 min. Cool the mixture to 0° C. with an ice-water bath. Add trimethylsilylcyanide (2.14 mL, 15.99 mmol) to the vigorously stirred mixture. Remove the cooling bath and stir at RT for 18 h. Add DCM (20 mL) and cool the mixture to 0° C. Add a solution of diethylaminosulfurtrifluoride (2.32 mL, 18 mmol) in DCM (8 mL) to the previous reaction mixture and stir the ...